From a dataset of the Open Reaction Database (ORD), a public repository of structured organic reaction records. describe an organic reaction: reactants, conditions, products, and yield The reactants are ClC1=CC=C(C=C1)S(=O)(=O)N([C@@H](CCCO)C)C1=C(C=CC(=C1)Cl)F (4-chloro-N-[5-chloro-2-fluorophenyl]-N-[(R)-1-methyl-4-hydroxybutyl]-benzenesulfonamide), C1(=CC=CC=C1)P(C1=CC=CC=C1)C1=CC=CC=C1 (triphenylphosphine), C(Br)(Br)(Br)Br (carbon tetrabromide), [Cl-].[NH4+] (ammonium chloride). Run in C(C)#N (acetonitrile). Run at temperature 22 celsius, time 12 hour. Yields the product ClC1=CC=C(C=C1)S(=O)(=O)N([C@@H](CCCBr)C)C1=C(C=CC(=C1)Cl)F (4-chloro-N-[5-chloro-2-fluorophenyl]-N-[(R)-1-methyl-4-bromobutyl]benzenesulfonamide). The yield is 89.9%. As a reaction SMILES: [Cl:1][C:2]1[CH:7]=[CH:6][C:5]([S:8]([N:11]([C:18]2[CH:23]=[C:22]([Cl:24])[CH:21]=[CH:20][C:19]=2[F:25])[C@H:12]([CH3:17])[CH2:13][CH2:14][CH2:15]O)(=[O:10])=[O:9])=[CH:4][CH:3]=1.C1(P(C2C=CC=CC=2)C2C=CC=CC=2)C=CC=CC=1.C(Br)(Br)(Br)[Br:46].[Cl-].[NH4+]>C(#N)C>[Cl:1][C:2]1[CH:7]=[CH:6][C:5]([S:8]([N:11]([C:18]2[CH:23]=[C:22]([Cl:24])[CH:21]=[CH:20][C:19]=2[F:25])[C@H:12]([CH3:17])[CH2:13][CH2:14][CH2:15][Br:46])(=[O:10])=[O:9])=[CH:4][CH:3]=1 |f:3.4|. Procedure details: To a solution of 4-chloro-N-[5-chloro-2-fluorophenyl]-N-[(R)-1-methyl-4-hydroxybutyl]-benzenesulfonamide (336 mg, 0.827 mmol) in acetonitrile (4 mL) was added triphenylphosphine (433 mg, 1.65 mmol) and carbon tetrabromide (548 mg, 1.65 mmol) at 0° C. The resulting mixture was allowed to stir at 22° C. for 12 h followed by the addition of 25 mL of sat. ammonium chloride. The product was extracted with ether (2×25 mL), dried over Na2SO4, filtered, and concentrated under reduced pressure. Silica ge... The reactants are FC(C=1C=NC=2C=CNC(C2C1)=O)(F)F (3-(trifluoromethyl)-1,6-naphthyridin-5(6H)-one), P(=O)(Cl)(Cl)Cl (phosphoryl trichloride). The solvent is C(C)#N (acetonitrile). Conditions: temperature 90 celsius, time 2 hour. The product is ClC1=C2C=C(C=NC2=CC=N1)C(F)(F)F (5-chloro-3-(trifluoromethyl)-1,6-naphthyridine). RXN SMILES: [F:1][C:2]([F:15])([F:14])[C:3]1[CH:4]=[N:5][C:6]2[CH:7]=[CH:8][NH:9][C:10](=O)[C:11]=2[CH:12]=1.P(Cl)(Cl)([Cl:18])=O>C(#N)C>[Cl:18][C:10]1[N:9]=[CH:8][CH:7]=[C:6]2[C:11]=1[CH:12]=[C:3]([C:2]([F:15])([F:14])[F:1])[CH:4]=[N:5]2. Procedure: Into a 50 mL round-bottom flask, was placed a solution of 3-(trifluoromethyl)-1,6-naphthyridin-5(6H)-one (as prepared in the previous step, 1 g, 4.67 mmol, 1.00 equiv) in acetonitrile (10 mL) and phosphoryl trichloride (10 mL). The reaction mixture was stirred for 2 h at 90° C. in an oil bath. The resulting mixture was concentrated under vacuum. The residue was purified by chromatography over a silica gel column with ethyl acetate/petroleum ether (1:20). The title compound was obtained as a yell... Reactants: FC1=C(C(=CC=C1)F)C1=CC=C2C(=N1)C(=CN2S(=O)(=O)C2=CC=C(C)C=C2)C=2C=C(C=NC2)N2CCC(CC2)NC(OC(C)(C)C)=O (tert-butyl 1-(5-(5-(2,6-difluorophenyl)-1-tosyl-1H-pyrrolo[3,2-b]pyridin-3-yl)pyridin-3-yl)piperidin-4-ylcarbamate), [OH-].[Na+] (NaOH), [OH-].[Na+] (NaOH). Run in C1CCOC1 (THF). Reaction conditions: temperature 80 celsius, time 1 hour. The product is FC1=C(C(=CC=C1)F)C1=CC=C2C(=N1)C(=CN2)C=2C=C(C=NC2)N2CCC(CC2)NC(OC(C)(C)C)=O (tert-butyl 1-(5-(5-(2,6-difluorophenyl)-1H-pyrrolo[3,2-b]pyridin-3-yl)pyridin-3-yl)piperidin-4-ylcarbamate). Isolated yield 51.1%. Reaction SMILES: [F:1][C:2]1[CH:7]=[CH:6][CH:5]=[C:4]([F:8])[C:3]=1[C:9]1[N:14]=[C:13]2[C:15]([C:28]3[CH:29]=[C:30]([N:34]4[CH2:39][CH2:38][CH:37]([NH:40][C:41](=[O:47])[O:42][C:43]([CH3:46])([CH3:45])[CH3:44])[CH2:36][CH2:35]4)[CH:31]=[N:32][CH:33]=3)=[CH:16][N:17](S(C3C=CC(C)=CC=3)(=O)=O)[C:12]2=[CH:11][CH:10]=1.[OH-].[Na+]>C1COCC1>[F:8][C:4]1[CH:5]=[CH:6][CH:7]=[C:2]([F:1])[C:3]=1[C:9]1[N:14]=[C:13]2[C:15]([C:28]3[CH:29]=[C:30]([N:34]4[CH2:39][CH2:38][CH:37]([NH:40][C:41](=[O:47])[O:42][C:43]([CH3:45])([CH3:44])[CH3:46])[CH2:36][CH2:35]4)[CH:31]=[N:32][CH:33]=3)=[CH:16][NH:17][C:12]2=[CH:11][CH:10]=1 |f:1.2|. Procedure: A solution of tert-butyl 1-(5-(5-(2,6-difluorophenyl)-1-tosyl-1H-pyrrolo[3,2-b]pyridin-3-yl)pyridin-3-yl)piperidin-4-ylcarbamate (79 mg, 0.120 mmol, 88% pure) in THF (2 mL) was treated with NaOH 5M (0.048 mL, 0.239 mmol). The reaction mixture was heated to reflux (bath temperature 80° C.). After 1 h, NaOH 5M (0.45 mL, 0.96 mmol, 8.0 equiv) was further added. After 23 h, the solution was cooled to 23° C., concentrated in vacuo and purified by silica gel chromatography (eluent: 1-7% MeOH/DCM), aff... Starting materials: O.C(C)(=O)[O-].[K+] (potassium acetate hydrate), O.O.O.O.O.O.O.O.O.O.C([O-])([O-])=O.[Na+].[Na+] (sodium carbonate decahydrate), BrC=1C=NC=C(C1)Br (3,5-dibromopyridine), C(=C)(C)B1OC(C(O1)(C)C)(C)C (2-isopropenyl-4,4,5,5-tetramethyl-1,3,2-dioxaborolane). The reagents and catalysts are C1=CC=C(C=C1)P([C-]2C=CC=C2)C3=CC=CC=C3.C1=CC=C(C=C1)P([C-]2C=CC=C2)C3=CC=CC=C3.Cl[Pd]Cl.[Fe+2].ClCCl ([1,1′-bis(diphenylphosphino)ferrocene]dichloropalladium(II) dichloromethane). Solvent: C(C)#N (Acetonitrile). Yields the product BrC=1C=NC=C(C1)C(=C)C (3-bromo-5-isopropenyl-pyridine). Isolated yield 51.8%. RXN SMILES: O.C([O-])(=O)C.[K+].O.O.O.O.O.O.O.O.O.O.C(=O)([O-])[O-].[Na+].[Na+].Br[C:24]1[CH:25]=[N:26][CH:27]=[C:28]([Br:30])[CH:29]=1.[C:31](B1OC(C)(C)C(C)(C)O1)([CH3:33])=[CH2:32]>C1C=CC(P(C2C=CC=CC=2)[C-]2C=CC=C2)=CC=1.C1C=CC(P(C2C=CC=CC=2)[C-]2C=CC=C2)=CC=1.Cl[Pd]Cl.[Fe+2].ClCCl.C(#N)C>[Br:30][C:28]1[CH:27]=[N:26][CH:25]=[C:24]([C:31]([CH3:33])=[CH2:32])[CH:29]=1 |f:0.1.2,3.4.5.6.7.8.9.10.11.12.13.14.15,18.19.20.21.22|. Reported procedure: A mixture of [1,1′-bis(diphenylphosphino)ferrocene]dichloropalladium(II) dichloromethane adduct; 98.0 mass %, potassium acetate hydrate (7.4997 mmol; 3.7 mL), sodium carbonate decahydrate (7.4997 mmol; 3.7 mL), Acetonitrile (15 mL) and 3,5-dibromopyridine (4.9998 mmol; 1184.4 mg) in 2-isopropenyl-4,4,5,5-tetramethyl-1,3,2-dioxaborolane (4.9998 mmol; 840.0 mg; 0.940 mL) in a pressure tube was heated under microwave at 120° C. for 3 min. The mixture was cooled to room temperature. The layers were ... The reactants are NC(=O)N (urea), COC(=O)C=1C=C(C=C(C1)C(=O)OC)NC(=O)NC1=CC=C(C=C1)[N+](=O)[O-] (N-(3,5-Dimethoxycarbonylphenyl)-N'-(4-nitrophenyl)urea), [OH-].[Na+] (sodium hydroxide), Cl (HCl). Reaction conditions: time 0.5 hour. Product: C(=O)(O)C=1C=C(C=C(C1)C(=O)O)NC(=O)NC1=CC=C(C=C1)[N+](=O)[O-] (N-(3,5-Dicarboxyphenyl)-N'-(4-nitrophenyl)urea). Isolated yield 88.0%. RXN SMILES: C[O:2][C:3]([C:5]1[CH:6]=[C:7]([NH:15][C:16]([NH:18][C:19]2[CH:24]=[CH:23][C:22]([N+:25]([O-:27])=[O:26])=[CH:21][CH:20]=2)=[O:17])[CH:8]=[C:9]([C:11]([O:13]C)=[O:12])[CH:10]=1)=[O:4].[OH-].[Na+].Cl.NC(N)=O>>[C:3]([C:5]1[CH:6]=[C:7]([NH:15][C:16]([NH:18][C:19]2[CH:24]=[CH:23][C:22]([N+:25]([O-:27])=[O:26])=[CH:21][CH:20]=2)=[O:17])[CH:8]=[C:9]([C:11]([OH:13])=[O:12])[CH:10]=1)([OH:4])=[O:2] |f:1.2|. Procedure: The urea (7.67) (100 mg, 0.27 mmol) was added to a stirred solution of sodium hydroxide (1M, 5 ml). After 0.5 h the reaction was complete by TLC examination. The reaction mixture was neutralised to pH 2 with 1M HCl, causing the urea to precipitate. The precipitate was collected by filtration, washed, dried, and recrystallised from dioxan to give the title compound 7.65 as a yellow powder (82 mg, 91%). The reactants are C1(CC1)C1=CC=CC=2N=CSC21 (7-cyclopropyl-1,3-benzothiazole), IC=1C(=NC(=NC1OC)N1CCOCC1)N[C@H]1CN(CCC1)C(=O)OC(C)(C)C (tert-butyl (3R)-3-[[5-iodo-6-methoxy-2-(morpholin-4-yl)pyrimidin-4-yl]amino]piperidine-1-carboxylate), C([O-])([O-])=O.[Cs+].[Cs+] (cesium carbonate). The reagents and catalysts are C=1C=CC(=CC1)[P](C=2C=CC=CC2)(C=3C=CC=CC3)[Pd]([P](C=4C=CC=CC4)(C=5C=CC=CC5)C=6C=CC=CC6)([P](C=7C=CC=CC7)(C=8C=CC=CC8)C=9C=CC=CC9)[P](C=1C=CC=CC1)(C=1C=CC=CC1)C=1C=CC=CC1 (Pd(PPh3)4), [Cu]I (copper (I) iodide). Solvent: CN(C)C=O (DMF). The product is C1(CC1)C1=CC=CC=2N=C(SC21)C=2C(=NC(=NC2OC)N2CCOCC2)N[C@H]2CN(CCC2)C(=O)OC(C)(C)C (Tert-butyl (3R)-3-[[5-(7-cyclopropyl-1,3-benzothiazol-2-yl)-6-methoxy-2-(morpholin-4-yl)pyrimidin-4-yl]amino]piperidine-1-carboxylate). RXN SMILES: [CH:1]1([C:4]2[C:12]3[S:11][CH:10]=[N:9][C:8]=3[CH:7]=[CH:6][CH:5]=2)[CH2:3][CH2:2]1.I[C:14]1[C:15]([NH:28][C@@H:29]2[CH2:34][CH2:33][CH2:32][N:31]([C:35]([O:37][C:38]([CH3:41])([CH3:40])[CH3:39])=[O:36])[CH2:30]2)=[N:16][C:17]([N:22]2[CH2:27][CH2:26][O:25][CH2:24][CH2:23]2)=[N:18][C:19]=1[O:20][CH3:21].C(=O)([O-])[O-].[Cs+].[Cs+]>CN(C=O)C.C1C=CC([P]([Pd]([P](C2C=CC=CC=2)(C2C=CC=CC=2)C2C=CC=CC=2)([P](C2C=CC=CC=2)(C2C=CC=CC=2)C2C=CC=CC=2)[P](C2C=CC=CC=2)(C2C=CC=CC=2)C2C=CC=CC=2)(C2C=CC=CC=2)C2C=CC=CC=2)=CC=1.[Cu]I>[CH:1]1([C:4]2[C:12]3[S:11][C:10]([C:14]4[C:15]([NH:28][C@@H:29]5[CH2:34][CH2:33][CH2:32][N:31]([C:35]([O:37][C:38]([CH3:41])([CH3:40])[CH3:39])=[O:36])[CH2:30]5)=[N:16][C:17]([N:22]5[CH2:23][CH2:24][O:25][CH2:26][CH2:27]5)=[N:18][C:19]=4[O:20][CH3:21])=[N:9][C:8]=3[CH:7]=[CH:6][CH:5]=2)[CH2:3][CH2:2]1 |f:2.3.4,^1:56,58,77,96|. Procedure details: Following the same procedure as in step 3 of Example 337 using 7-cyclopropyl-1,3-benzothiazole (61.4 mg, 0.35 mmol, 1.80 equiv), tert-butyl (3R)-3-[[5-iodo-6-methoxy-2-(morpholin-4-yl)pyrimidin-4-yl]amino]piperidine-1-carboxylate (100.0 mg, 0.19 mmol, 1.00 equiv) and cesium carbonate (370 mg, 1.14 mmol, 6.00 equiv), Pd(PPh3)4 (40.4 mg, 0.03 mmol, 0.18 equiv) and copper (I) iodide (6.7 mg, 0.04 mmol, 0.18 equiv) in DMF (6 mL). The crude product was purified by flash chromatography on silica gel, ...